This data is from the Open Reaction Database (ORD), a public repository of structured organic reaction records. The task is: describe an organic reaction: reactants, conditions, products, and yield Starting materials: [N+](=O)([O-])C1=CC(=C(C=C1)N1CCC(CC1)C(=O)OCC)C#N (ethyl 1-(4-nitro-2-cyanophenyl)piperidin-4-ylcarboxylate), [Cl-].[NH4+] (Ammonium chloride), O (water). Reagents/catalysts: [Fe] (iron). Run in C(C)O (ethanol). Run at temperature 65 celsius, time 30 minute. The product is NC1=CC(=C(C=C1)N1CCC(CC1)C(=O)OCC)C#N (Ethyl 1-(4-amino-2-cyanophenyl)piperidin-4-ylcarboxylate). Isolated yield 77.9%. RXN SMILES: [Cl-].[NH4+].O.[N+:4]([C:7]1[CH:12]=[CH:11][C:10]([N:13]2[CH2:18][CH2:17][CH:16]([C:19]([O:21][CH2:22][CH3:23])=[O:20])[CH2:15][CH2:14]2)=[C:9]([C:24]#[N:25])[CH:8]=1)([O-])=O>[Fe].C(O)C>[NH2:4][C:7]1[CH:12]=[CH:11][C:10]([N:13]2[CH2:14][CH2:15][CH:16]([C:19]([O:21][CH2:22][CH3:23])=[O:20])[CH2:17][CH2:18]2)=[C:9]([C:24]#[N:25])[CH:8]=1 |f:0.1|. Procedure details: Ammonium chloride (2.1 g) and iron powder (11.1 g) were added to a mixed solvent of water (110 ml) and ethanol (30 ml), and the mixture was heated to 65° C. Then, ethyl 1-(4-nitro-2-cyanophenyl)piperidin-4-ylcarboxylate (17.1 g) was added in parts over 20 min and the mixture was stirred at a refluxing temperature for 30 min. The reaction mixture was ice-cooled and filtrated. The solvent was evaporated under reduced pressure. To the residue was added aqueous sodium hydroxide solution, and the mix... Starting materials: CCOC(C)=O, CCCCCCC, COCCCCCCCCCCCC(=O)O. The product is COCCCCCCCCCCCCO. Reaction SMILES: [C:24]([O:25][CH2:26][CH3:27])(=[O:28])[CH3:29].[CH3:17][CH2:18][CH2:19][CH2:20][CH2:21][CH2:22][CH3:23].[CH3:1][O:2][CH2:3][CH2:4][CH2:5][CH2:6][CH2:7][CH2:8][CH2:9][CH2:10][CH2:11][CH2:12][CH2:13][C:14](=[O:15])[OH:16]>>[CH3:1][O:2][CH2:3][CH2:4][CH2:5][CH2:6][CH2:7][CH2:8][CH2:9][CH2:10][CH2:11][CH2:12][CH2:13][CH2:14][OH:15]. Starting materials: C(C)(C)(C)OC(CN1C(N(C2=C(C1=O)C=CN=C2)CC(NC2=C(C=C(C(=C2)Cl)OC)OC)=O)=O)=O ({1-[(5-Chloro-2,4-dimethoxy-phenylcarbamoyl)-methyl]-2,4-dioxo-1,4-dihydro-2H-pyrido[3,4-d]pyrimidin-3-yl}-acetic acid tert-butyl ester), C(C)(C)(C)OC(CN1C(N(C2=C(C1=O)C=CN=C2)CC(NC2=C(C=C(C(=C2)Cl)OC)OC)=O)=O)=O ({1-[(5-Chloro-2,4-dimethoxy-phenylcarbamoyl)-methyl]-2,4-dioxo-1,4-dihydro-2H-pyrido[3,4-d]pyrimidin-3-yl}-acetic acid tert-butyl ester). The solvent is C(Cl)Cl (DCM), C(=O)(C(F)(F)F)O (TFA), C(Cl)Cl (DCM). Reaction conditions: time 8 hour. Yields the product ClC=1C(=CC(=C(C1)NC(=O)CN1C(N(C(C2=C1C=NC=C2)=O)CC(=O)O)=O)OC)OC ({1-[(5-Chloro-2,4-dimethoxy-phenylcarbamoyl)-methyl]-2,4-dioxo-1,4-dihydro-2H-pyrido[3,4-d]pyrimidin-3-yl}-acetic acid). Reaction SMILES: C([O:5][C:6](=[O:35])[CH2:7][N:8]1[C:13](=[O:14])[C:12]2[CH:15]=[CH:16][N:17]=[CH:18][C:11]=2[N:10]([CH2:19][C:20](=[O:33])[NH:21][C:22]2[CH:27]=[C:26]([Cl:28])[C:25]([O:29][CH3:30])=[CH:24][C:23]=2[O:31][CH3:32])[C:9]1=[O:34])(C)(C)C>C(Cl)Cl.C(O)(C(F)(F)F)=O>[Cl:28][C:26]1[C:25]([O:29][CH3:30])=[CH:24][C:23]([O:31][CH3:32])=[C:22]([NH:21][C:20]([CH2:19][N:10]2[C:11]3[CH:18]=[N:17][CH:16]=[CH:15][C:12]=3[C:13](=[O:14])[N:8]([CH2:7][C:6]([OH:35])=[O:5])[C:9]2=[O:34])=[O:33])[CH:27]=1. Procedure details: To a vial containing a solution of {1-[(5-Chloro-2,4-dimethoxy-phenylcarbamoyl)-methyl]-2,4-dioxo-1,4-dihydro-2H-pyrido[3,4-d]pyrimidin-3-yl}-acetic acid tert-butyl ester (Intermediate V) (15 mg, 0.029 mmol) in DCM (1 ml), TFA (1 ml) is added. The mixture is stirred at RT overnight. The reaction mixture is then transferred to a 10 ml round bottomed flask, diluted with a minimal amount of DCM and concentrated in vacuo. This process is repeated once with DCM, twice with EtOAc, and once with MeOH, ...